From a dataset of the Open Reaction Database (ORD), a public repository of structured organic reaction records. describe an organic reaction: reactants, conditions, products, and yield Starting materials: O=C(Cl)c1ccc(C(=O)c2ccccc2)cc1, CCN(C(C)C)C(C)C, ClCCl, c1ccc2c(c1)Cn1cccc1CN2. Yields the product O=C(c1ccccc1)c1ccc(C(=O)N2Cc3cccn3Cc3ccccc32)cc1. RXN SMILES: [C:24]([c:25]1[cH:26][cH:27][cH:28][cH:29][cH:30]1)(=[O:31])[c:32]1[cH:33][cH:34][c:35]([C:36](=[O:37])[Cl:38])[cH:39][cH:40]1.[CH:15]([N:16]([CH2:17][CH3:18])[CH:19]([CH3:20])[CH3:21])([CH3:22])[CH3:23].[Cl:41][CH2:42][Cl:43].[cH:1]1[cH:2][cH:3][n:4]2[c:5]1[CH2:6][NH:7][c:8]1[c:9]([cH:11][cH:12][cH:13][cH:14]1)[CH2:10]2>>[cH:1]1[cH:2][cH:3][n:4]2[c:5]1[CH2:6][N:7]([C:36]([c:35]1[cH:34][cH:33][c:32]([C:24]([c:25]3[cH:26][cH:27][cH:28][cH:29][cH:30]3)=[O:31])[cH:40][cH:39]1)=[O:37])[c:8]1[c:9]([cH:11][cH:12][cH:13][cH:14]1)[CH2:10]2. Reactants: O=C([O-])[O-], CC#N, Cn1nc(C(F)(F)F)c(C(=O)O)c1Cl, Fc1ccc(S)cc1, [K+], [K+]. The product is Cn1nc(C(F)(F)F)c(C(=O)O)c1Sc1ccc(F)cc1. Reaction SMILES: [C:23](=[O:24])([O-:25])[O-:26].[CH3:29][C:30]#[N:31].[Cl:1][c:2]1[c:3]([C:12](=[O:13])[OH:14])[c:4]([C:8]([F:9])([F:10])[F:11])[n:5][n:6]1[CH3:7].[F:15][c:16]1[cH:17][cH:18][c:19]([SH:22])[cH:20][cH:21]1.[K+:27].[K+:28]>>[c:2]1([S:22][c:19]2[cH:18][cH:17][c:16]([F:15])[cH:21][cH:20]2)[c:3]([C:12](=[O:13])[OH:14])[c:4]([C:8]([F:9])([F:10])[F:11])[n:5][n:6]1[CH3:7]. Starting materials: C1(CCCCC1)C(=O)O (cyclohexane carboxylic acid), CC(=O)C (acetone). Yields the product C1(CCCCC1)C(=O)C (Methyl cyclohexyl ketone). RXN SMILES: [CH:1]1([C:7]([OH:9])=O)[CH2:6][CH2:5][CH2:4][CH2:3][CH2:2]1.[CH3:10]C(C)=O>>[CH:1]1([C:7]([CH3:10])=[O:9])[CH2:2][CH2:3][CH2:4][CH2:5][CH2:6]1. Procedure: Using the apparatus, catalyst and method of Examples 16-18, cyclohexane carboxylic acid and acetone in a molar ratio of 1:2.76 was introduced into the system after purging with acetone. Methyl cyclohexyl ketone was produced and identified as in Examples 16-18. The reactants are ClC1=NC(=NC(=C1C(C(=O)OC)CCC)C)C1=CC=CC=C1 (methyl 2-(4-chloro-6-methyl-2-phenylpyrimidin-5-yl)pentanoate), C(C)(C)N(C(C)C)CC (N,N-diisopropylethylamine), O1C=CC2=C1C=CC(=C2)B2OC(C(O2)(C)C)(C)C (2-(benzofuran-5-yl)-4,4,5,5-tetramethyl-1,3,2-dioxaborolane). Reagents/catalysts: [Pd].C1(=CC=CC=C1)P(C1=CC=CC=C1)C1=CC=CC=C1.C1(=CC=CC=C1)P(C1=CC=CC=C1)C1=CC=CC=C1.C1(=CC=CC=C1)P(C1=CC=CC=C1)C1=CC=CC=C1.C1(=CC=CC=C1)P(C1=CC=CC=C1)C1=CC=CC=C1 (tetrakis(triphenylphosphine) palladium(0)). The solvent is COCCOC.O (DME water). Product: O1C=CC2=C1C=CC(=C2)C2=NC(=NC(=C2C(C(=O)OC)CCC)C)C2=CC=CC=C2 (Methyl 2-(4-(benzofuran-5-yl)-6-methyl-2-phenylpyrimidin-5-yl)pentanoate). The yield is 85.4%. Reaction SMILES: Cl[C:2]1[C:7]([CH:8]([CH2:13][CH2:14][CH3:15])[C:9]([O:11][CH3:12])=[O:10])=[C:6]([CH3:16])[N:5]=[C:4]([C:17]2[CH:22]=[CH:21][CH:20]=[CH:19][CH:18]=2)[N:3]=1.C(N(CC)C(C)C)(C)C.[O:32]1[C:36]2[CH:37]=[CH:38][C:39](B3OC(C)(C)C(C)(C)O3)=[CH:40][C:35]=2[CH:34]=[CH:33]1>COCCOC.O.[Pd].C1(P(C2C=CC=CC=2)C2C=CC=CC=2)C=CC=CC=1.C1(P(C2C=CC=CC=2)C2C=CC=CC=2)C=CC=CC=1.C1(P(C2C=CC=CC=2)C2C=CC=CC=2)C=CC=CC=1.C1(P(C2C=CC=CC=2)C2C=CC=CC=2)C=CC=CC=1>[O:32]1[C:36]2[CH:37]=[CH:38][C:39]([C:2]3[C:7]([CH:8]([CH2:13][CH2:14][CH3:15])[C:9]([O:11][CH3:12])=[O:10])=[C:6]([CH3:16])[N:5]=[C:4]([C:17]4[CH:22]=[CH:21][CH:20]=[CH:19][CH:18]=4)[N:3]=3)=[CH:40][C:35]=2[CH:34]=[CH:33]1 |f:3.4,5.6.7.8.9|. Reported procedure: This compound was prepared according to general method E from methyl 2-(4-chloro-6-methyl-2-phenylpyrimidin-5-yl)pentanoate (0.159 g; 0.5 mmol), tetrakis(triphenylphosphine) palladium(0) (0.058 mg; 0.05 mmol), N,N-diisopropylethylamine (0.345 mL; 2 mmol) and 2-(benzofuran-5-yl)-4,4,5,5-tetramethyl-1,3,2-dioxaborolane (0.366 g; 1.5 mmol) in DME-water (2 mL) for 30 min. Purification by flash-chromatography on silica gel using a gradient of ethyl acetate (2-40%) in heptane furnished 0.171 g (85%) o...